The task is: describe an organic reaction: reactants, conditions, products, and yield. This data is from the Open Reaction Database (ORD), a public repository of structured organic reaction records. Reactants: O (water), FC=1C=CC(=C(C1)N1C(N(C(N(C1=O)C)=O)CC(=O)OC)=O)[N+](=O)[O-] (methyl 3-(5-fluoro-2-nitrophenyl)tetrahydro-5-methyl-2,4,6-trioxo-s-triazine-1-(2H)-acetate), ClC1=C(C=CC(=C1C)Cl)O (2,4-dichloro-3-methylphenol), C([O-])([O-])=O.[K+].[K+] (potassium carbonate), ether hexanes. The solvent is CN(C=O)C (N,N-dimethylformamide). Run at time 8 hour. The product is ClC1=C(C=CC(=C1OC=1C=CC(=C(C1)N1C(N(C(N(C1=O)C)=O)CC(=O)OC)=O)[N+](=O)[O-])Cl)C (Methyl 3-{5-[(2,4-dichloro-m-tolyl)oxy]-2-nitrophenyl}tetrahydro-5-methyl-2,4,6-trioxo-s-triazine-1(2H)-acetate). Reaction SMILES: F[C:2]1[CH:3]=[CH:4][C:5]([N+:23]([O-:25])=[O:24])=[C:6]([N:8]2[C:13](=[O:14])[N:12]([CH3:15])[C:11](=[O:16])[N:10]([CH2:17][C:18]([O:20][CH3:21])=[O:19])[C:9]2=[O:22])[CH:7]=1.[Cl:26][C:27]1[C:32](C)=[C:31]([Cl:34])[CH:30]=[CH:29][C:28]=1O.[C:36](=O)([O-])[O-].[K+].[K+].[OH2:42]>CN(C)C=O>[Cl:26][C:27]1[C:32]([O:42][C:2]2[CH:3]=[CH:4][C:5]([N+:23]([O-:25])=[O:24])=[C:6]([N:8]3[C:13](=[O:14])[N:12]([CH3:15])[C:11](=[O:16])[N:10]([CH2:17][C:18]([O:20][CH3:21])=[O:19])[C:9]3=[O:22])[CH:7]=2)=[C:31]([Cl:34])[CH:30]=[CH:29][C:28]=1[CH3:36] |f:2.3.4|. Reported procedure: A mixture of methyl 3-(5-fluoro-2-nitrophenyl)tetrahydro-5-methyl-2,4,6-trioxo-s-triazine-1-(2H)-acetate (0.51 g, 1.4 mmol), 2,4-dichloro-3-methylphenol (0.33 g, 1.9 mmol) and potassium carbonate (0.28 g, 2.0 mmol) in N,N-dimethylformamide is stirred overnight at room temperature and poured into water. The aqueous mixture is extracted with ethyl acetate. The organic extracts are combined, washed sequentially with water, 1M sodium hydroxide solution, water and brine, dried over anhydrous magnesiu...